Task: describe an organic reaction: reactants, conditions, products, and yield. Dataset: the Open Reaction Database (ORD), a public repository of structured organic reaction records Yields the product CC1=C(C(=O)OCC2=CC=C(C=C2)C(C(=O)NC=2C=C3C=CN=CC3=CC2)CNC(=O)OC(C)(C)C)C=CC=C1 (4-(3-(tert-butoxycarbonylamino)-1-(isoquinolin-6-ylamino)-1-oxopropan-2-yl)benzyl 2-methylbenzoate). As a reaction SMILES: [OH:1][CH2:2][C:3]1[CH:8]=[CH:7][C:6]([CH:9]([C:19]([NH:21][C:22]2[CH:23]=[C:24]3[C:29](=[CH:30][CH:31]=2)[CH:28]=[N:27][CH:26]=[CH:25]3)=[O:20])[CH2:10][NH:11][C:12](=[O:18])[O:13][C:14]([CH3:17])([CH3:16])[CH3:15])=[CH:5][CH:4]=1.[CH3:32][C:33]1[CH:41]=[CH:40][CH:39]=[CH:38][C:34]=1[C:35](Cl)=[O:36].C([O-])(O)=O.[Na+]>N1C=CC=CC=1>[CH3:32][C:33]1[CH:41]=[CH:40][CH:39]=[CH:38][C:34]=1[C:35]([O:1][CH2:2][C:3]1[CH:4]=[CH:5][C:6]([CH:9]([CH2:10][NH:11][C:12]([O:13][C:14]([CH3:16])([CH3:17])[CH3:15])=[O:18])[C:19]([NH:21][C:22]2[CH:23]=[C:24]3[C:29](=[CH:30][CH:31]=2)[CH:28]=[N:27][CH:26]=[CH:25]3)=[O:20])=[CH:7][CH:8]=1)=[O:36] |f:2.3|. The reactants are OCC1=CC=C(C=C1)C(CNC(OC(C)(C)C)=O)C(=O)NC=1C=C2C=CN=CC2=CC1 (tert-butyl 2-(4-(hydroxymethyl)phenyl)-3-(isoquinolin-6-ylamino)-3-oxopropylcarbamate), CC1=C(C(=O)Cl)C=CC=C1 (2-methylbenzoyl chloride), C(=O)(O)[O-].[Na+] (NaHCO3). The solvent is N1=CC=CC=C1 (pyridine). Reported procedure: To tert-butyl 2-(4-(hydroxymethyl)phenyl)-3-(isoquinolin-6-ylamino)-3-oxopropylcarbamate (E139) in pyridine was added 2-methylbenzoyl chloride and the solution was stirred for 2 h at room temperature. The mixture was poured into NaHCO3 and extracted with EtOAc. The organics were dried (MgSO4), filtered, and evaporated. Column chromatography (SiO2, 5% MeOH/CH2Cl2) gave pure 4-(3-(tert-butoxycarbonylamino)-1-(isoquinolin-6-ylamino)-1-oxopropan-2-yl)benzyl 2-methylbenzoate (E140). Run at time 2 hour. The reactants are CO, O=Cc1ccncc1, CC(=O)c1ccc([N+](=O)[O-])cc1, [Na+], [OH-], O, O. Product: O=C(C=Cc1ccncc1)c1ccc([N+](=O)[O-])cc1. As a reaction SMILES: [CH3:24][OH:25].[CH:14]([c:15]1[cH:16][cH:17][n:18][cH:19][cH:20]1)=[O:21].[N+:1](=[O:2])([O-:3])[c:4]1[cH:5][cH:6][c:7]([C:10]([CH3:11])=[O:12])[cH:8][cH:9]1.[Na+:23].[OH-:22].[OH2:13].[OH2:26]>>[N+:1](=[O:2])([O-:3])[c:4]1[cH:5][cH:6][c:7]([C:10]([CH:11]=[CH:14][c:15]2[cH:16][cH:17][n:18][cH:19][cH:20]2)=[O:12])[cH:8][cH:9]1. The reactants are ClC=1NC=2N(C(C1)=O)N=C(C2CC2=C(C(=CC=C2)C(F)(F)F)C)C (5-chloro-2-methyl-3-{[2-methyl-3-(trifluoromethyl)phenyl]methyl}pyrazolo[1,5-a]pyrimidin-7(4H)-one), CC1CNCCO1 (2-methylmorpholine). Solvent: C(C)(=O)OCC (ethyl acetate), C(C)O (ethanol). Yields the product CC1=NN2C(N=C(C=C2O)N2CC(OCC2)C)=C1CC1=C(C(=CC=C1)C(F)(F)F)C (2-methyl-3-(2-methyl-3-(trifluoromethyl)benzyl)-5-(2-methylmorpholino)pyrazolo[1,5-a]pyrimidin-7-ol). RXN SMILES: Cl[C:2]1[NH:3][C:4]2[N:5]([N:9]=[C:10]([CH3:24])[C:11]=2[CH2:12][C:13]2[CH:18]=[CH:17][CH:16]=[C:15]([C:19]([F:22])([F:21])[F:20])[C:14]=2[CH3:23])[C:6](=[O:8])[CH:7]=1.[CH3:25][CH:26]1[O:31][CH2:30][CH2:29][NH:28][CH2:27]1>C(O)C.C(OCC)(=O)C>[CH3:24][C:10]1[C:11]([CH2:12][C:13]2[CH:18]=[CH:17][CH:16]=[C:15]([C:19]([F:22])([F:21])[F:20])[C:14]=2[CH3:23])=[C:4]2[N:3]=[C:2]([N:28]3[CH2:29][CH2:30][O:31][CH:26]([CH3:25])[CH2:27]3)[CH:7]=[C:6]([OH:8])[N:5]2[N:9]=1. Procedure: To a solution of 5-chloro-2-methyl-3-{[2-methyl-3-(trifluoromethyl)phenyl]methyl}pyrazolo[1,5-a]pyrimidin-7(4H)-one (60 mg, 0.17 mmol), prepared as described in Example 1, step d, in ethanol (1.5 mL) was added 2-methylmorpholine (85 mg, 0.84 mmol) in a microwave reaction vessel. It was sealed and irradiated (microwave) at 145° C. for one hour. The reaction mixture was diluted with ethyl acetate (15 mL), washed with 5% HCl solution (3 mL). Organic layer was dried, filtered, and concentrated to dr... The reactants are FC(C)(F)C1=CC=C(OC2=CC=C(C=C2)C2=CC=CN3C2=NS(CC3)(=O)=O)C=C1 (9-{4-[4-(1,1-difluoroethyl)phenoxy]phenyl}-3,4-dihydropyrido[2,1-c][1,2,4]thiadiazine 2,2-dioxide). The reagents and catalysts are [Pt](=O)=O (Platinum(IV) oxide). Run in C1CCOC1 (THF), CO (MeOH). Run at time 8 hour. The product is FC(C)(F)C1=CC=C(OC2=CC=C(C=C2)C2CCCN3C2=NS(CC3)(=O)=O)C=C1 (9-{4-[4-(1,1-difluoroethyl)phenoxy]phenyl}-3,4,6,7,8,9-hexahydropyrido[2,1-c][1,2,4]thiadiazine 2,2-dioxide). The yield is 25.7%. As a reaction SMILES: [F:1][C:2]([C:5]1[CH:29]=[CH:28][C:8]([O:9][C:10]2[CH:15]=[CH:14][C:13]([C:16]3[C:21]4=[N:22][S:23](=[O:27])(=[O:26])[CH2:24][CH2:25][N:20]4[CH:19]=[CH:18][CH:17]=3)=[CH:12][CH:11]=2)=[CH:7][CH:6]=1)([F:4])[CH3:3]>C1COCC1.CO.[Pt](=O)=O>[F:4][C:2]([C:5]1[CH:6]=[CH:7][C:8]([O:9][C:10]2[CH:11]=[CH:12][C:13]([CH:16]3[C:21]4=[N:22][S:23](=[O:27])(=[O:26])[CH2:24][CH2:25][N:20]4[CH2:19][CH2:18][CH2:17]3)=[CH:14][CH:15]=2)=[CH:28][CH:29]=1)([F:1])[CH3:3]. Procedure: Platinum(IV) oxide (15 mg) was added to a mixture of 9-{4-[4-(1,1-difluoroethyl)phenoxy]phenyl}-3,4-dihydropyrido[2,1-c][1,2,4]thiadiazine 2,2-dioxide (300 mg) in THF (dry) (10 mL) and MeOH (10 mL). The mixture was stirred at room temperature under hydrogen overnight. The insoluble solid was removed by filtration through silica gel/Celite pad (eluted with EtOAc) and the filtrate was concentrated in vacuo. The residue was crystallized from THF/IPE to give the title compound (77.7 mg) as colorless... Reactants: C(#N)C(CCCC(=O)O)=C1O[C@H]2CC([C@@H]([C@H]2C1)\C=C\[C@H](C(CCCC)C)O)O (5-cyano-5-{(1S,5R,6R)-7-hydroxy-6-[(E)-(3S,4RS)-3-hydroxy-4-methyl-1-octenyl]-2-oxabicyclo[3.3.0]octan-3-ylidene}-pentanoic acid), C(O)CN (ethanolamine). Product: OC1[C@@H]([C@H]2C/C(/O[C@H]2C1)=C(\C#N)/CCCC=1OCCN1)\C=C\[C@H](C(CCCC)C)O (2-{(E)-(1S,5R,6R)-7-Hydroxy-6-[(E)-(3S,4RS)-3-hydroxy-4-methyl-1-octenyl]-2-oxabicyclo[3.3.0]octan-3-ylidene}-5-(2-oxazolin-2-yl)pentanenitrile). RXN SMILES: [C:1]([C:3](=[C:10]1[CH2:17][C@H:16]2[C@H:12]([CH2:13][CH:14]([OH:28])[C@@H:15]2/[CH:18]=[CH:19]/[C@@H:20]([OH:27])[CH:21]([CH3:26])[CH2:22][CH2:23][CH2:24][CH3:25])[O:11]1)[CH2:4][CH2:5][CH2:6][C:7](O)=[O:8])#[N:2].[CH2:29]([CH2:31][NH2:32])O>>[OH:28][CH:14]1[CH2:13][C@H:12]2[C@H:16]([CH2:17]/[C:10](=[C:3](/[CH2:4][CH2:5][CH2:6][C:7]3[O:8][CH2:29][CH2:31][N:32]=3)\[C:1]#[N:2])/[O:11]2)[C@H:15]1/[CH:18]=[CH:19]/[C@@H:20]([OH:27])[CH:21]([CH3:26])[CH2:22][CH2:23][CH2:24][CH3:25]. Reported procedure: Analogously to Example 4 from 78 mg (0.2 mmol) of 5-cyano-5-{(1S,5R,6R)-7-hydroxy-6-[(E)-(3S,4RS)-3-hydroxy-4-methyl-1-octenyl]-2-oxabicyclo[3.3.0]octan-3-ylidene}-pentanoic acid and ethanolamine. Yield: 60 mg (72% of theory).